Task: describe an organic reaction: reactants, conditions, products, and yield. Dataset: the Open Reaction Database (ORD), a public repository of structured organic reaction records Solvent: C(C)O (ethanol). RXN SMILES: C[Si](Cl)(C)C.[CH3:6][C:7]1[N:8]=[C:9]([NH:22]C(=O)C)[S:10][C:11]=1[C:12]1[CH:13]=[N:14][CH:15]=[C:16]([C:18]([F:21])([F:20])[F:19])[CH:17]=1>C(O)C>[CH3:6][C:7]1[N:8]=[C:9]([NH2:22])[S:10][C:11]=1[C:12]1[CH:13]=[N:14][CH:15]=[C:16]([C:18]([F:21])([F:20])[F:19])[CH:17]=1. Run at time 4.5 hour. The product is CC=1N=C(SC1C=1C=NC=C(C1)C(F)(F)F)N (4-Methyl-5-(5-trifluoromethyl-pyridin-3-yl)-thiazol-2-ylamine). Reported procedure: Trimethylsilyl chloride (0.3 ml) is added to N-[4-methyl-5-(5-trifluoromethyl-pyridin-3-yl)-thiazol-2-yl]-acetamide (44 mg) in ethanol (2 ml) at room temperature and the mixture is stirred at room temperature for 4.5 hours. The reaction is then heated at 50° C. for 18 hours, cooled, evaporated and the title compound is obtained by filtration after trituration with diethyl ether. Reactants: C[Si](C)(C)Cl (Trimethylsilyl chloride), CC=1N=C(SC1C=1C=NC=C(C1)C(F)(F)F)NC(C)=O (N-[4-methyl-5-(5-trifluoromethyl-pyridin-3-yl)-thiazol-2-yl]-acetamide).